Dataset: the Open Reaction Database (ORD), a public repository of structured organic reaction records. Task: describe an organic reaction: reactants, conditions, products, and yield Reactants: BrC=1C(OC(CC1O)(CCC1=CC=CC=C1)C1=CC=CC=C1)=O (3-bromo-5,6-dihydro-4-hydroxy-6-phenyl-6-(2-phenylethyl)-2H-pyran-2-one), C(C=1C(S)=CC=CC1)(=O)OC (methyl thiosalicylate), N1CCCCC1 (piperidine). Solvent: ClCCl (dichloromethane). Yields the product OC1=C(C(OC(C1)(C1=CC=CC=C1)CCC1=CC=CC=C1)=O)SC1=C(C(=O)OC)C=CC=C1 (Methyl 2-[[5,6-dihydro-4-hydroxy-2-oxo-6-(2-phenylethyl)-6-phenyl-2H-pyran-3-yl]thio]benzoate). RXN SMILES: Br[C:2]1[C:3](=[O:23])[O:4][C:5]([C:17]2[CH:22]=[CH:21][CH:20]=[CH:19][CH:18]=2)([CH2:9][CH2:10][C:11]2[CH:16]=[CH:15][CH:14]=[CH:13][CH:12]=2)[CH2:6][C:7]=1[OH:8].[C:24]([O:33][CH3:34])(=[O:32])[C:25]1[C:26](=[CH:28][CH:29]=[CH:30][CH:31]=1)[SH:27].N1CCCCC1>ClCCl>[OH:8][C:7]1[CH2:6][C:5]([CH2:9][CH2:10][C:11]2[CH:16]=[CH:15][CH:14]=[CH:13][CH:12]=2)([C:17]2[CH:22]=[CH:21][CH:20]=[CH:19][CH:18]=2)[O:4][C:3](=[O:23])[C:2]=1[S:27][C:26]1[CH:28]=[CH:29][CH:30]=[CH:31][C:25]=1[C:24]([O:33][CH3:34])=[O:32]. Procedure: The title compound was prepared as described in General Method 6 from 1.9 mmol of 3-bromo-5,6-dihydro-4-hydroxy-6-phenyl-6-(2-phenylethyl)-2H-pyran-2-one (prepared in example BBB), 2.2 mmol of methyl thiosalicylate and 2.1 mmol of piperidine in 30 mL of dichloromethane. The crude product was chromatographed on silica gel, eluting first with chloroform and then with 5% methanol in chloroform, to give the title compound (m.p. 91°-92° C.). 1H NMR (DMSO-d6) δ 2.25 (m, 2 H), 2.38 (m, 1 H), 2.62 (m, 1... The reactants are CC(=O)C1=CC=C(C=C1)Cl (4-chloroacetophenone), Cl.CNC (dimethylamine hydrochloride), C=O (paraformaldehyde), Cl (hydrochloric acid), Cl.ClC1=CC=C(C=C1)C(CCN(C)C)=O (4'-chloro-3-dimethylaminopropiophenone hydrochloride), III. Run in CC(=O)C (acetone), C(C)O (ethanol). The product is ClC1=CC=C(C=C1)C(CCN(C)C)=O (4'-Chloro-3-dimethylaminopropiophenone), hydrochloride salt. As a reaction SMILES: Cl.[Cl:2][C:3]1[CH:8]=[CH:7][C:6]([C:9](=[O:15])[CH2:10][CH2:11][N:12]([CH3:14])[CH3:13])=[CH:5][CH:4]=1.CC(C1C=CC(Cl)=CC=1)=O.Cl.CNC.C=O.Cl>C(O)C.CC(C)=O>[Cl:2][C:3]1[CH:4]=[CH:5][C:6]([C:9](=[O:15])[CH2:10][CH2:11][N:12]([CH3:14])[CH3:13])=[CH:7][CH:8]=1 |f:0.1,3.4|. Procedure: 4'-Chloro-3-dimethylaminopropiophenone is prepared by treating 4'-chloro-3-dimethylaminopropiophenone hydrochloride with aqueous base to remove the HCl. The free amine is extracted into diethyl ether and recovered by evaporation of the solvent. The hydrochloride salt is prepared by the method of Maxwell in Org. Synth. Coll. Vol. III, 305-306. Thus, a mixture of 4-chloroacetophenone, dimethylamine hydrochloride, and paraformaldehyde is refluxed for 2-4 hours in 95% ethanol with a small amount of ... Starting materials: CC(C)(C)N1C(=O)C=C(Cl)S1(=O)=O, O=C([O-])[O-], CC(C)(C)OC(=O)NC(Cc1ccc(B2OC(C)(C)C(C)(C)O2)cc1)C(=O)OCc1ccccc1, C1COCCO1, ClCCl, [K+], [K+]. The product is CC(C)(C)OC(=O)NC(Cc1ccc(C2=CC(=O)N(C(C)(C)C)S2(=O)=O)cc1)C(=O)OCc1ccccc1. RXN SMILES: [C:36]([CH3:37])([CH3:38])([CH3:39])[N:40]1[S:41](=[O:47])(=[O:48])[C:42]([Cl:46])=[CH:43][C:44]1=[O:45].[C:52](=[O:53])([O-:54])[O-:55].[CH2:1]([c:2]1[cH:3][cH:4][cH:5][cH:6][cH:7]1)[O:8][C:9]([CH:10]([CH2:11][c:12]1[cH:13][cH:14][c:15]([B:18]2[O:19][C:20]([CH3:21])([CH3:22])[C:23]([CH3:24])([CH3:25])[O:26]2)[cH:16][cH:17]1)[NH:27][C:28](=[O:29])[O:30][C:31]([CH3:32])([CH3:33])[CH3:34])=[O:35].[CH2:58]1[O:59][CH2:60][CH2:61][O:62][CH2:63]1.[Cl:49][CH2:50][Cl:51].[K+:56].[K+:57]>>[CH2:1]([c:2]1[cH:3][cH:4][cH:5][cH:6][cH:7]1)[O:8][C:9]([CH:10]([CH2:11][c:12]1[cH:13][cH:14][c:15]([C:42]2=[CH:43][C:44](=[O:45])[N:40]([C:36]([CH3:37])([CH3:38])[CH3:39])[S:41]2(=[O:47])=[O:48])[cH:16][cH:17]1)[NH:27][C:28](=[O:29])[O:30][C:31]([CH3:32])([CH3:33])[CH3:34])=[O:35]. Starting materials: O=C(C1=CC=CC(=C1C)C)N(C(C)C)C(C)C. Reagents/catalysts: O1B(OC(C)(C)C1(C)C)B2OC(C)(C)C(O2)(C)C, O=C1C=CC=2C=CC=C(C3=CN=C(C=C3)C=4N=CC=CC4)C2N1, C[OH2+].C[OH2+].C1CC=CCCC=C1.C1CC=CCCC=C1.[Ir].[Ir], [K].OC(C)(C)C. Solvent: O1CCCC1. Run at temperature 80 celsius, time 12 hour. Product: O=C(C1=CC(=CC(=C1C)C)B2OC(C)(C)C(O2)(C)C)N(C(C)C)C(C)C. Isolated yield 81.0%. Reported procedure: In an argon filled glove box, a 5.0 mL wheaton microreactor was charged with [Ir(cod)(OMe)]2 (1.98 mg, 1.5 mol%), L1 ligand (2.1 mg, 3.5 mol%), B2pin2 (50.8 mg, 1.0 equiv.), KOtBu (1.0 mg, 4.5 mol%) and dry THF (1.0 mL). The reaction mixture was stirred for 2 minutes at room temperature. To this mixture, N,N-diisopropyl-2,3-dimethylbenzamide (46.7 mg, 0.2 mmol) was added. The microreactor was capped with a teflon pressure cap and placed into pre-heated aluminum block at 80 oC. The reaction mixtu... Reactants: II (iodine), C(C)=O (Acetaldehyde), ice, [Cl-].[NH4+] (ammonium chloride), BrC1=CC=C(C=C)C=C1 (4-bromostyrene), [Mg] (magnesium). Run in O1CCCC1 (tetrahydrofuran). Run at time 8 hour. Yields the product OC(C)C1=CC=C(C=C)C=C1 (4-(1-hydroxyethyl)styrene), product. Isolated yield 59.0%. Reaction SMILES: [Mg].Br[C:3]1[CH:10]=[CH:9][C:6]([CH:7]=[CH2:8])=[CH:5][CH:4]=1.II.[CH:13](=[O:15])[CH3:14].[Cl-].[NH4+]>O1CCCC1>[OH:15][CH:13]([C:3]1[CH:10]=[CH:9][C:6]([CH:7]=[CH2:8])=[CH:5][CH:4]=1)[CH3:14] |f:4.5|. Reported procedure: This Example illustrates the synthesis of polymeric blocked developer PBDI. First, 4-(1-hydroxyethyl)styrene was prepared. A suspension of 4.82 g (0.198 mol) of magnesium in 200 mL of dry tetrahydrofuran (THF) under nitrogen was treated with 36.3 g (0.198 mmol) of 4-bromostyrene plus a trace of iodine. The reaction, mixture was heated at reflux for 4 h, and then cooled using an ice bath. Acetaldehyde (9.6 g, 0.218 mol) was added, and the mixture was stirred overnight. The reaction mixture was po... The reactants are N(CCC(=O)O)C(=O)OCC1C2=CC=CC=C2C2=CC=CC=C12.NC(CO)CO (N-Fmoc-β-Ala Serinol), C(C1=CC=C(OC)C=C1)(C1=CC=C(OC)C=C1)(C1=CC=CC=C1)Cl (DMT-Cl), CO (Methanol). Solvent: N1=CC=CC=C1 (pyridine), same solvent, N1=CC=CC=C1 (pyridine). Conditions: time 15 minute. Yields the product N(CCC(=O)OC(C1=CC=C(OC)C=C1)(C1=CC=C(OC)C=C1)C1=CC=CC=C1)C(=O)OCC1C2=CC=CC=C2C2=CC=CC=C12.NC(CO)CO (N-Fmoc-β-Ala-O-DMT Serinol). RXN SMILES: [NH:1]([C:7]([O:9][CH2:10][CH:11]1[C:23]2[C:18](=[CH:19][CH:20]=[CH:21][CH:22]=2)[C:17]2[C:12]1=[CH:13][CH:14]=[CH:15][CH:16]=2)=[O:8])[CH2:2][CH2:3][C:4]([OH:6])=[O:5].[NH2:24][CH:25]([CH2:28][OH:29])[CH2:26][OH:27].[C:30](Cl)([C:47]1[CH:52]=[CH:51][CH:50]=[CH:49][CH:48]=1)([C:39]1[CH:46]=[CH:45][C:42]([O:43][CH3:44])=[CH:41][CH:40]=1)[C:31]1[CH:38]=[CH:37][C:34]([O:35][CH3:36])=[CH:33][CH:32]=1.CO>N1C=CC=CC=1>[NH:1]([C:7]([O:9][CH2:10][CH:11]1[C:12]2[C:17](=[CH:16][CH:15]=[CH:14][CH:13]=2)[C:18]2[C:23]1=[CH:22][CH:21]=[CH:20][CH:19]=2)=[O:8])[CH2:2][CH2:3][C:4]([O:6][C:30]([C:47]1[CH:52]=[CH:51][CH:50]=[CH:49][CH:48]=1)([C:39]1[CH:46]=[CH:45][C:42]([O:43][CH3:44])=[CH:41][CH:40]=1)[C:31]1[CH:32]=[CH:33][C:34]([O:35][CH3:36])=[CH:37][CH:38]=1)=[O:5].[NH2:24][CH:25]([CH2:28][OH:29])[CH2:26][OH:27] |f:0.1,5.6|. Reported procedure: N-Fmoc-β-Ala-Serinol (1, 93 g, 242 mmol) is co-evaporated 2×400 mL anh. pyridine, and then dissolved in 300 mL of the same solvent with magnetic stirring. The mixture is cooled in a ice bath, and DMT-Cl (86.1 g, 254 mmol) in 465 mL pyridine is added dropwise over a period of 1.5 hours. The ice bath is removed and the mixture is allowed to react for another hour at room temperature. Methanol (100 mL) is added and stirred for 15 min. to quench the remaining DMT-Cl. After evaporation in vacuo, the ... Reactants: Cl (HCl), [Cl-].[Mg+2].[Cl-] (magnesium chloride), C(C)OC(CC(=O)[O-])=O.[K+] (potassium 3-ethoxy-3-oxopropanoate), ClC1=C(C=CC(=C1)F)C1N(CCC(C1)C(=O)O)C(=O)OC (2-(2-Chloro-4-fluorophenyl)-1-(methoxycarbonyl)piperidine-4-carboxylic acid), ClC1=C(C=CC(=C1)F)C1N(CCC(C1)C(=O)O)C(=O)OC (2-(2-Chloro-4-fluorophenyl)-1-(methoxycarbonyl)piperidine-4-carboxylic acid), [Cl-].[Mg+2].[Cl-] (magnesium chloride), N1(C=NC=C1)C(=O)N1C=NC=C1 (di(1H-imidazol-1-yl)methanone), C(C)OC(CC(=O)[O-])=O.[K+] (potassium 3-ethoxy-3-oxopropanoate). Run in C(Cl)Cl (DCM), CN1C(CNC2=C1C(=O)N=C(N2)N)CNC3=CC=C(C=C3)C(=O)NC(CCC(=O)O)C(=O)O (methyl THF), CN1C(CNC2=C1C(=O)N=C(N2)N)CNC3=CC=C(C=C3)C(=O)NC(CCC(=O)O)C(=O)O (methyl THF), CN1C(CNC2=C1C(=O)N=C(N2)N)CNC3=CC=C(C=C3)C(=O)NC(CCC(=O)O)C(=O)O (methyl THF). Reaction conditions: time 3 hour. Product: ClC1=C(C=CC(=C1)F)C1N(CCC(C1)C(CC(=O)OCC)=O)C(=O)OC (Methyl 2-(2-chloro-4-fluorophenyl)-4-(3-ethoxy-3-oxopropanoyl)piperidine-1-carboxylate). Isolated yield 63.6%. As a reaction SMILES: [Cl:1][C:2]1[CH:7]=[C:6]([F:8])[CH:5]=[CH:4][C:3]=1[CH:9]1[CH2:14][CH:13]([C:15]([OH:17])=O)[CH2:12][CH2:11][N:10]1[C:18]([O:20][CH3:21])=[O:19].N1(C(N2C=CN=C2)=O)C=CN=C1.[CH2:34]([O:36][C:37](=[O:42])[CH2:38]C([O-])=O)[CH3:35].[K+].[Cl-].[Mg+2].[Cl-].Cl>CN1C2C(N=C(N)NC=2NCC1CNC1C=CC(C(NC(C(O)=O)CCC(O)=O)=O)=CC=1)=O.C(Cl)Cl>[Cl:1][C:2]1[CH:7]=[C:6]([F:8])[CH:5]=[CH:4][C:3]=1[CH:9]1[CH2:14][CH:13]([C:15](=[O:17])[CH2:38][C:37]([O:36][CH2:34][CH3:35])=[O:42])[CH2:12][CH2:11][N:10]1[C:18]([O:20][CH3:21])=[O:19] |f:2.3,4.5.6|. Reported procedure: 2-(2-Chloro-4-fluorophenyl)-1-(methoxycarbonyl)piperidine-4-carboxylic acid (2.13 g, 6.75 mmol) (reference compound 21) was dissolved in methyl THF (50 mL) under nitrogen atmosphere and di(1H-imidazol-1-yl)methanone (1.641 g, 10.12 mmol) was added. The suspension was stirred at room temperature for 3 h (flask 1). In a separate flask was potassium 3-ethoxy-3-oxopropanoate (2.067 g, 12.14 mmol) suspended in methyl THF (25 mL) and magnesium chloride (1.156 g, 12.14 mmol) was added. The suspension w... Starting materials: C(C1=CC=CC=C1)C1CCN(CC1)CCOC1=CC(=C(C=C1)N)N (4-benzyl-1-[(3,4-diaminophenoxy)ethyl]piperidine), [OH-].[K+] (KOH), C(=S)=S (CS2). The solvent is CCO (EtOH), O (H2O). Product: C(C1=CC=CC=C1)C1CCN(CC1)CCOC1=CC=2C(=NC(N2)=S)C=C1 (4-Benzyl-1-(2-(2-thioxobenzimidazol-5-oxy)ethyl)piperidine). The yield is 68.4%. RXN SMILES: [CH2:1]([CH:8]1[CH2:13][CH2:12][N:11]([CH2:14][CH2:15][O:16][C:17]2[CH:22]=[CH:21][C:20]([NH2:23])=[C:19]([NH2:24])[CH:18]=2)[CH2:10][CH2:9]1)[C:2]1[CH:7]=[CH:6][CH:5]=[CH:4][CH:3]=1.[OH-].[K+].[C:27](=S)=[S:28]>CCO.O>[CH2:1]([CH:8]1[CH2:13][CH2:12][N:11]([CH2:14][CH2:15][O:16][C:17]2[CH:22]=[CH:21][C:20]3=[N:23][C:27](=[S:28])[N:24]=[C:19]3[CH:18]=2)[CH2:10][CH2:9]1)[C:2]1[CH:7]=[CH:6][CH:5]=[CH:4][CH:3]=1 |f:1.2|. Procedure: A mixture of 4-benzyl-1-[(3,4-diaminophenoxy)ethyl]piperidine (326 mg, 1.0 mmol), KOH (66 mg, 1.1 mmol) and CS2 (66 μL, 1.1 mmol) in 95% EtOH (1.5 mL) and H2O (0.2 mL) was refluxed for 3 h, then evaporated, and the residue was purified by chromatography over silica gel (CHCl3 --MeOH, 4:1) to give 250 mg (68%) of the title compound as a foam solid. 1H NMR (DMSO-d6): 1.40-1.48 (m, 2H), 1.54-1.61 (m, 1H), 1.67-1.71 (m, 2H), 2.09-2.18 (m, 2H), 2.517 (d, 2H, J=6), 2.841 (t, 2H, J=5), 3.17-3.20 (m,2H)... Reagents/catalysts: S(=O)(=O)(O)[O-].C(CCC)[N+](CCCC)(CCCC)CCCC (tetra-n-butylammonium hydrogensulphate). Procedure: Add 4.8 ml of 12.5 N sodium hydroxide solution to a solution of 2.68 g (29.7 mmol) 2-methylpropane-1,3-diol in 45 ml toluene, 15 ml 1,2-dimethoxyethane and 15 ml water at 70° C. After adding 202 mg (0.59 mmol) tetra-n-butylammonium hydrogensulphate and 2.0 g (5.94 mmol) 4-chloro-5-(4-methoxyphenyl)-6-phenylfuro[2,3-d]pyrimidine, stir the reaction mixture for 17 h at 70° C. After cooling to room temperature, adjust to pH 7 with concentrated hydrochloric acid. Extract three times with 50 ml dichlo... Reaction conditions: temperature 70 celsius, time 17 hour. RXN SMILES: [OH-].[Na+].[CH3:3][CH:4]([CH2:7][OH:8])[CH2:5][OH:6].Cl[C:10]1[C:11]2[C:18]([C:19]3[CH:24]=[CH:23][C:22]([O:25][CH3:26])=[CH:21][CH:20]=3)=[C:17]([C:27]3[CH:32]=[CH:31][CH:30]=[CH:29][CH:28]=3)[O:16][C:12]=2[N:13]=[CH:14][N:15]=1.Cl>C1(C)C=CC=CC=1.COCCOC.O.S([O-])(O)(=O)=O.C([N+](CCCC)(CCCC)CCCC)CCC>[CH3:26][O:25][C:22]1[CH:21]=[CH:20][C:19]([C:18]2[C:11]3[C:10]([O:6][CH2:5][CH:4]([CH3:3])[CH2:7][OH:8])=[N:15][CH:14]=[N:13][C:12]=3[O:16][C:17]=2[C:27]2[CH:28]=[CH:29][CH:30]=[CH:31][CH:32]=2)=[CH:24][CH:23]=1 |f:0.1,8.9|. The product is COC1=CC=C(C=C1)C1=C(OC=2N=CN=C(C21)OCC(CO)C)C2=CC=CC=C2 (3-{[5-(4-Methoxyphenyl)-6-phenylfuro[2,3-d]pyrimidin-4-yl]oxy}-2-methylpropan-1-ol). Reactants: ClC=1C2=C(N=CN1)OC(=C2C2=CC=C(C=C2)OC)C2=CC=CC=C2 (4-chloro-5-(4-methoxyphenyl)-6-phenylfuro[2,3-d]pyrimidine), Cl (hydrochloric acid), [OH-].[Na+] (sodium hydroxide), CC(CO)CO (2-methylpropane-1,3-diol). Run in C1(=CC=CC=C1)C (toluene), COCCOC (1,2-dimethoxyethane), O (water). Reactants: Cl.Cl.N1N=CC(=C1)N (pyrazole-4-amine dihydrochloride), C(C=1C(O)=CC=CC1)=NO (salicylaldoxime), C([O-])([O-])=O.[Cs+].[Cs+] (cesium carbonate), cuprous oxide, BrC1=C(C=C(C=C1)I)OC (1-bromo-4-iodo-2-methoxybenzene). Run in CN(C=O)C (N,N-dimethyl-formamide). Run at temperature 90 celsius, time 8 hour. Product: BrC1=C(C=C(C=C1)N1N=CC(=C1)N)OC (1-(4-bromo-3-methoxyphenyl)-1H-pyrazol-4-amine). Isolated yield 19.5%. RXN SMILES: Cl.Cl.[NH:3]1[CH:7]=[C:6]([NH2:8])[CH:5]=[N:4]1.C(=NO)C1C(=CC=CC=1)O.C(=O)([O-])[O-].[Cs+].[Cs+].[Br:25][C:26]1[CH:31]=[CH:30][C:29](I)=[CH:28][C:27]=1[O:33][CH3:34]>CN(C)C=O>[Br:25][C:26]1[CH:31]=[CH:30][C:29]([N:3]2[CH:7]=[C:6]([NH2:8])[CH:5]=[N:4]2)=[CH:28][C:27]=1[O:33][CH3:34] |f:0.1.2,4.5.6|. Procedure details: A mixture of pyrazole-4-amine dihydrochloride (0.75 g, 4.79 mmol), salicylaldoxime (0.131 g, 0.96 mmol), cesium carbonate (4.69 g, 14.38 mmol), cuprous oxide (0.06 g, 0.29 mmol), 1-bromo-4-iodo-2-methoxybenzene (1.5 g, 4.79 mmol) and N,N-dimethyl-formamide (5 mL) were combined in a microwave vial fitted with an N2 inlet and magnetic stir bar. The reaction mixture was stirred under a nitrogen atmosphere at 90° C. overnight. The solution obtained was allowed to cool to RT, then filtered through ce...